The task is: describe an organic reaction: reactants, conditions, products, and yield. This data is from the Open Reaction Database (ORD), a public repository of structured organic reaction records. Starting materials: C(C)(C)(C)C1=CC=C(C=C1)C=1SC=C(N1)CCl (2-(4-tert-butyl-phenyl)-4-chloromethyl-thiazole), C([O-])([O-])=O.[Cs+].[Cs+] (cesium carbonate), [I-].[K+] (potassium iodide), C(C)OC(C(CC1=C(C=C(C=C1)O)C)OCC)=O ([rac]-2-ethoxy-3-(4-hydroxy-2-methyl-phenyl)-propionic acid ethyl ester). Yields the product C(C)OC(C(CC1=C(C=C(C=C1)OCC=1N=C(SC1)C1=CC=C(C=C1)C(C)(C)C)C)OCC)=O ([rac]-3-{4-[2-(4-tert-butyl-phenyl)-thiazol-4-ylmethoxy]-2-methyl-phenyl}-2-ethoxy-propionic acid ethyl ester). RXN SMILES: [CH2:1]([O:3][C:4](=[O:18])[CH:5]([O:15][CH2:16][CH3:17])[CH2:6][C:7]1[CH:12]=[CH:11][C:10]([OH:13])=[CH:9][C:8]=1[CH3:14])[CH3:2].[C:19]([C:23]1[CH:28]=[CH:27][C:26]([C:29]2[S:30][CH:31]=[C:32]([CH2:34]Cl)[N:33]=2)=[CH:25][CH:24]=1)([CH3:22])([CH3:21])[CH3:20].C(=O)([O-])[O-].[Cs+].[Cs+].[I-].[K+]>>[CH2:1]([O:3][C:4](=[O:18])[CH:5]([O:15][CH2:16][CH3:17])[CH2:6][C:7]1[CH:12]=[CH:11][C:10]([O:13][CH2:34][C:32]2[N:33]=[C:29]([C:26]3[CH:27]=[CH:28][C:23]([C:19]([CH3:22])([CH3:21])[CH3:20])=[CH:24][CH:25]=3)[S:30][CH:31]=2)=[CH:9][C:8]=1[CH3:14])[CH3:2] |f:2.3.4,5.6|. Procedure details: In analogy to the procedure described in example 14 b], [rac]-2-ethoxy-3-(4-hydroxy-2-methyl-phenyl)-propionic acid ethyl ester (example 10 b]) was reacted with 2-(4-tert-butyl-phenyl)-4-chloromethyl-thiazole (example 4 a]) in the presence of cesium carbonate and potassium iodide to yield [rac]-3-{4-[2-(4-tert-butyl-phenyl)-thiazol-4-ylmethoxy]-2-methyl-phenyl}-2-ethoxy-propionic acid ethyl ester as colorless liquid. The reactants are ClCc1ccc2ccccc2n1, [K+], [K+], O=C([O-])[O-], CN(C)C=O, O=C1OCC(c2ccncc2)=C1c1ccc(O)cc1. The product is O=C1OCC(c2ccncc2)=C1c1ccc(OCc2ccc3ccccc3n2)cc1. RXN SMILES: [Cl:26][CH2:27][c:28]1[n:29][c:30]2[cH:31][cH:32][cH:33][cH:34][c:35]2[cH:36][cH:37]1.[K+:20].[K+:21].[O-:22][C:23]([O-:24])=[O:25].[O:38]=[CH:39][N:40]([CH3:41])[CH3:42].[OH:1][c:2]1[cH:3][cH:4][c:5]([C:8]2=[C:12]([c:13]3[cH:14][cH:15][n:16][cH:17][cH:18]3)[CH2:11][O:10][C:9]2=[O:19])[cH:6][cH:7]1>>[O:1]([c:2]1[cH:3][cH:4][c:5]([C:8]2=[C:12]([c:13]3[cH:14][cH:15][n:16][cH:17][cH:18]3)[CH2:11][O:10][C:9]2=[O:19])[cH:6][cH:7]1)[CH2:27][c:28]1[n:29][c:30]2[cH:31][cH:32][cH:33][cH:34][c:35]2[cH:36][cH:37]1. Starting materials: five, sixty, C(C)(C)(C)C1=CC=C(C=C1)S(=O)(=O)NC1=C(C(=NN1C)OCCOCC)C1=CC=C(C=C1)C (4-(tert-butyl)-N-[3-(2-ethoxyethoxy)-1-methyl-4-(4-methylphenyl)-1H-pyrazol-5-yl]benzenesulfonamide), CO (methanol). Conditions: time 2 day. The product is C(C)OCCOC1=NN(C(=C1C1=CC=C(C=C1)C)NS(=O)(=O)C1=CC=C(C=C1)C(CO)(C)C)C (N-[3-(2-ethoxyethoxy)-1-methyl-4-(4-methylphenyl)-1H-pyrazol-5-yl]-4-(2-hydroxy-1,1-dimethylethyl)benzenesulfonamide). Reaction SMILES: [C:1]([C:5]1[CH:10]=[CH:9][C:8]([S:11]([NH:14][C:15]2[N:19]([CH3:20])[N:18]=[C:17]([O:21][CH2:22][CH2:23][O:24][CH2:25][CH3:26])[C:16]=2[C:27]2[CH:32]=[CH:31][C:30]([CH3:33])=[CH:29][CH:28]=2)(=[O:13])=[O:12])=[CH:7][CH:6]=1)([CH3:4])([CH3:3])[CH3:2].C[OH:35]>>[CH2:25]([O:24][CH2:23][CH2:22][O:21][C:17]1[C:16]([C:27]2[CH:28]=[CH:29][C:30]([CH3:33])=[CH:31][CH:32]=2)=[C:15]([NH:14][S:11]([C:8]2[CH:7]=[CH:6][C:5]([C:1]([CH3:4])([CH3:2])[CH2:3][OH:35])=[CH:10][CH:9]=2)(=[O:12])=[O:13])[N:19]([CH3:20])[N:18]=1)[CH3:26]. Procedure: Amycolata autotrophica ATCC35203 maintained on a quarter strength ATCC172 agar slope was inoculated as a loopful of spores into five 300 ml Erlenmeyer flasks each containing 50 ml of MY inoculum medium. This was allowed to incubate for 2 days at 28° C., 200 rpm on an Infors Multitron™ Shaker with 1″ throw. Two mls of this inoculum was then transferred to each of sixty 300 ml Erlenmeyer flask containing 50 ml of MY production medium and incubated under the same conditions for a further 24 hours. ... The reactants are C(#N)CC(=O)O (Cyanoacetic acid), N1CCCCC1 (piperidine), C=O (formaldehyde). Solvent: O1CCOCC1 (dioxane). Conditions: time 2 hour. The product is N1(CCCCC1)CC(C#N)=C (2-(1-Piperidylmethyl)propenenitrile). Reaction SMILES: [C:1]([CH2:3][C:4](O)=O)#[N:2].[NH:7]1[CH2:12][CH2:11][CH2:10][CH2:9][CH2:8]1.[CH2:13]=O>O1CCOCC1>[N:7]1([CH2:13][C:3](=[CH2:4])[C:1]#[N:2])[CH2:12][CH2:11][CH2:10][CH2:9][CH2:8]1. Procedure: Cyanoacetic acid (51 g., 6 mole) was dissolved in 150 ml. of dioxane, the solution cooled to 5° C. and piperidine (53 g., 0.6 mole) dripped in while maintaining the temperature at 10°-15° C. Then, 37% aqueous formaldehyde (109.5 g., 1.35 mole) was slowly added at 0°-10° C. After two hours, the ice bath was removed and the mixture stirred overnight at 20°-25° C. It was then stripped at 15 mm. pressure and bath temperature of 48° C. The residue was chilled, mixed with 100 ml. of ether, saturated w... Reactants: C(C1=CC=CC=C1)[C@H](C(=O)O)CC[C@@H](C(N[C@H]1C(N(CCCC1)C1=CC=CC=C1)=O)=O)CC1=CC=CC=C1 ((2R,5R)-2,5-Dibenzyl-6-oxo-6-((R)-2-oxo-1-phenylazepan-3-ylamino)hexanoic acid), N[C@@H]1C(N2[C@@H](SCC1)CCCC2)=O ((4S,10aS)-4-Aminohexahydro-2H-pyrido[2,1-b][1,3]thiazepin-5(7H)-one). The product is C(C1=CC=CC=C1)[C@H](C(=O)N[C@@H]1C(N(CCCC1)C1=CC=CC=C1)=O)CC[C@@H](C(=O)N[C@@H]1C(N2[C@@H](SCC1)CCCC2)=O)CC2=CC=CC=C2 ((2R,5R)-2,5-Dibenzyl-N1-((S)-2-oxo-1-phenylazepan-3-yl)-N6-((4S,10aS)-5-oxooctahydro-2H-pyrido[2,1-b][1,3]thiazepin-4-yl)hexanediamide), solid. The yield is 58.0%. As a reaction SMILES: [CH2:1]([C@@H:8]([CH2:12][CH2:13][C@H:14]([CH2:32][C:33]1[CH:38]=[CH:37][CH:36]=[CH:35][CH:34]=1)[C:15](=[O:31])[NH:16][C@@H:17]1[CH2:23][CH2:22][CH2:21][CH2:20][N:19]([C:24]2[CH:29]=[CH:28][CH:27]=[CH:26][CH:25]=2)[C:18]1=[O:30])[C:9](O)=[O:10])[C:2]1[CH:7]=[CH:6][CH:5]=[CH:4][CH:3]=1.[NH2:39][C@H:40]1[CH2:46][CH2:45][S:44][C@H:43]2[CH2:47][CH2:48][CH2:49][CH2:50][N:42]2[C:41]1=[O:51]>>[CH2:32]([C@@H:14]([CH2:13][CH2:12][C@H:8]([CH2:1][C:2]1[CH:3]=[CH:4][CH:5]=[CH:6][CH:7]=1)[C:9]([NH:39][C@H:40]1[CH2:46][CH2:45][S:44][C@H:43]2[CH2:47][CH2:48][CH2:49][CH2:50][N:42]2[C:41]1=[O:51])=[O:10])[C:15]([NH:16][C@H:17]1[CH2:23][CH2:22][CH2:21][CH2:20][N:19]([C:24]2[CH:25]=[CH:26][CH:27]=[CH:28][CH:29]=2)[C:18]1=[O:30])=[O:31])[C:33]1[CH:34]=[CH:35][CH:36]=[CH:37][CH:38]=1. Procedure details: (2R,5R)-2,5-Dibenzyl-N1-((S)-2-oxo-1-phenylazepan-3-yl)-N6-((4S,10aS)-5-oxooctahydro-2H-pyrido[2,1-b][1,3]thiazepin-4-yl)hexanediamide was synthesized as described in General Procedure H using Intermediate 24 (20 mg, 0.039 mmol) and Intermediate 40 (10 mg, 0.051 mmol) to give a white solid (16 mg, 58% yield). Anal. Calcd. for C41H50N4O4S m/z 694.4. found: 695.3 (M+H)+; 1H NMR (400 MHz, DMSO-d6) δ ppm 7.76 (dd, J=18.7, 7.1 Hz, 2H), 7.35 (t, J=7.8 Hz, 2H), 7.29-7.03 (m, 11H), 5.60 (s, 1H), 5.04-4.... Starting materials: O=C([O-])[O-], CCOC(Cc1c(C)cc(O)cc1C)C(=O)OC, Cc1cc(-c2nc(CCl)c(C)o2)ccc1F, [Cs+], [Cs+], [I-], [K+]. The product is CCOC(Cc1c(C)cc(OCc2nc(-c3ccc(F)c(C)c3)oc2C)cc1C)C(=O)OC. As a reaction SMILES: [C:35](=[O:36])([O-:37])[O-:38].[CH3:1][O:2][C:3]([CH:4]([CH2:5][c:6]1[c:7]([CH3:14])[cH:8][c:9]([OH:13])[cH:10][c:11]1[CH3:12])[O:15][CH2:16][CH3:17])=[O:18].[Cl:19][CH2:20][c:21]1[n:22][c:23](-[c:27]2[cH:28][c:29]([CH3:34])[c:30]([F:33])[cH:31][cH:32]2)[o:24][c:25]1[CH3:26].[Cs+:39].[Cs+:40].[I-:42].[K+:41]>>[CH3:1][O:2][C:3]([CH:4]([CH2:5][c:6]1[c:7]([CH3:14])[cH:8][c:9]([O:13][CH2:20][c:21]2[n:22][c:23](-[c:27]3[cH:28][c:29]([CH3:34])[c:30]([F:33])[cH:31][cH:32]3)[o:24][c:25]2[CH3:26])[cH:10][c:11]1[CH3:12])[O:15][CH2:16][CH3:17])=[O:18]. The reactants are CC(CC1=CC=C(C=C1)C(C)(C)C)NC1=NC(=CC(=N1)C)C (2-(1-methyl-2-[4-t-butylphenyl]ethyl)amino-4,6-dimethylpyrimidine), CC(CC1=CC=C(C=C1)C(C)(C)C)NC1=NC(=CC(=N1)C)C (2-(1-Methyl-2-[4-t-Butylphenyl]Ethyl)Amino-4,6-Dimethylpyrimidine), Cl (hydrogen chloride), [H][H] (hydrogen). Reagents/catalysts: [Pd] (palladium on charcoal). The product is Cl.CC(CC1=CC=C(C=C1)C(C)(C)C)NC1=NC(CC(N1)C)C (2-(1-methyl-2-[4-t-butylphenyl]ethyl)amino-4,6-dimethyl-3,4,5,6-tetrahydropyrimidine hydrochloride). As a reaction SMILES: [CH3:1][CH:2]([NH:14][C:15]1[N:20]=[C:19]([CH3:21])[CH:18]=[C:17]([CH3:22])[N:16]=1)[CH2:3][C:4]1[CH:9]=[CH:8][C:7]([C:10]([CH3:13])([CH3:12])[CH3:11])=[CH:6][CH:5]=1.[H][H].[ClH:25]>[Pd]>[ClH:25].[CH3:1][CH:2]([NH:14][C:15]1[NH:20][CH:19]([CH3:21])[CH2:18][CH:17]([CH3:22])[N:16]=1)[CH2:3][C:4]1[CH:5]=[CH:6][C:7]([C:10]([CH3:13])([CH3:12])[CH3:11])=[CH:8][CH:9]=1 |f:4.5|. Procedure details: A solution of the 2-(1-methyl-2-[4-t-butylphenyl]ethyl)amino-4,6-dimethylpyrimidine (1.24 g, 4.18 mmol) obtained in (iii) in 0.5M ethanolic hydrogen chloride (100 ml) was hydrogenated at about 3 atmospheres in the presence of 10% palladium on charcoal catalyst (320 mg) until hydrogen uptake had ceased. The solution was then filtered to remove the catalyst and the filtrate evaporated. Addition of dichloromethane (20 ml) and evaporation afforded 1.08 g 2-(1-methyl-2-[4-t-butylphenyl]ethyl)amino-4,...